The task is: describe an organic reaction: reactants, conditions, products, and yield. This data is from the Open Reaction Database (ORD), a public repository of structured organic reaction records. Reactants: ClCC1=CC=C(C=C1)[C@H](C)NC(OC(C)(C)C)=O ((S)-tert-butyl 1-(4-(chloromethyl)phenyl)ethylcarbamate), N=1N=CN2C1CNCC2 (5,6,7,8-tetrahydro-[1,2,4]triazolo[4,3-a]pyrazine), CCN(C(C)C)C(C)C (DIPEA). The solvent is CS(=O)C (DMSO), CCOC(=O)C (EtOAc). Product: N=1N=CN2C1CN(CC2)CC2=CC=C(C=C2)[C@H](C)NC(OC(C)(C)C)=O ((S)-tert-butyl 1-(4-((5,6-dihydro-[1,2,4]triazolo[4,3-a]pyrazin-7(8H)-yl)methyl)phenyl)ethylcarbamate). Reaction SMILES: Cl[CH2:2][C:3]1[CH:8]=[CH:7][C:6]([C@@H:9]([NH:11][C:12](=[O:18])[O:13][C:14]([CH3:17])([CH3:16])[CH3:15])[CH3:10])=[CH:5][CH:4]=1.[N:19]1[N:20]=[CH:21][N:22]2[CH2:27][CH2:26][NH:25][CH2:24][C:23]=12.CCN(C(C)C)C(C)C>CS(C)=O.CCOC(C)=O>[N:19]1[N:20]=[CH:21][N:22]2[CH2:27][CH2:26][N:25]([CH2:2][C:3]3[CH:8]=[CH:7][C:6]([C@@H:9]([NH:11][C:12](=[O:18])[O:13][C:14]([CH3:17])([CH3:16])[CH3:15])[CH3:10])=[CH:5][CH:4]=3)[CH2:24][C:23]=12. Procedure details: A solution of (S)-tert-butyl 1-(4-(chloromethyl)phenyl)ethylcarbamate (127 mg, 0.47 mmol), 5,6,7,8-tetrahydro-[1,2,4]triazolo[4,3-a]pyrazine (91 mg, 0.56 mmol) and DIPEA (183 mg, 1.41 mmol) in DMSO (2.3 mL) was heated at 80° C. for 16 h. The reaction mixture was diluted with EtOAc (20 mL) and washed with water (20 mL). After separation, the aqueous phase was washed with EtOAc (2×15 mL). Combined organics were dried over Na2SO4, filtered and concentrated. The crude product was used to next step w... Reactants: C(C)(=S)[S-].[Na+] (sodium dithioacetate), ClC(C(=O)OCC)C1=CC2=CC=C(C=C2C=C1)OC (ethyl α-chloro-6-methoxy-2-naphthylacetate). Solvent: C(C)O (ethanol). Yields the product C(C)(=S)SC(C(=O)OCC)C1=CC2=CC=C(C=C2C=C1)OC (ethyl α-thioacetylthio-6-methoxy-2-naphthylacetate). Procedure details: A mixture of 0.2 moles of sodium dithioacetate and 0.12 moles of ethyl α-chloro-6-methoxy-2-naphthylacetate in 300 ml. of absolute ethanol is stirred at room temperature for 15 hours. The reaction mixture is filtered, washed with absolute ethanol and evaporated to dryness in vacuo. The residue is treated with ether, filtered and evaporated to dryness to obtain ethyl α-thioacetylthio-6-methoxy-2-naphthylacetate. Reaction SMILES: [C:1]([S-:4])(=[S:3])[CH3:2].[Na+].Cl[CH:7]([C:13]1[CH:22]=[CH:21][C:20]2[C:15](=[CH:16][CH:17]=[C:18]([O:23][CH3:24])[CH:19]=2)[CH:14]=1)[C:8]([O:10][CH2:11][CH3:12])=[O:9]>C(O)C>[C:1]([S:4][CH:7]([C:13]1[CH:22]=[CH:21][C:20]2[C:15](=[CH:16][CH:17]=[C:18]([O:23][CH3:24])[CH:19]=2)[CH:14]=1)[C:8]([O:10][CH2:11][CH3:12])=[O:9])(=[S:3])[CH3:2] |f:0.1|. Reaction conditions: time 2 hour. Reactants: C(C)(C)(C)OC(C(C)(OC1=CC=C(CN2CN(C3(C2=O)CCN(CC3)C(=O)OCC3=CC=CC=C3)C3=CC=CC=C3)C=C1)C)=O (benzyl 3-(4-(1-tert-butoxy-2-methyl-1-oxopropan-2-yloxy)benzyl)-4-oxo-1-phenyl-1,3,8-triazaspiro[4.5]decane-8-carboxylate). RXN SMILES: [C:1]([O:5][C:6](=[O:45])[C:7]([CH3:44])([O:9][C:10]1[CH:43]=[CH:42][C:13]([CH2:14][N:15]2[C:19](=[O:20])[C:18]3([CH2:25][CH2:24][N:23](C(OCC4C=CC=CC=4)=O)[CH2:22][CH2:21]3)[N:17]([C:36]3[CH:41]=[CH:40][CH:39]=[CH:38][CH:37]=3)[CH2:16]2)=[CH:12][CH:11]=1)[CH3:8])([CH3:4])([CH3:3])[CH3:2]>[Pd].C(OCC)(=O)C.CO>[CH3:44][C:7]([O:9][C:10]1[CH:11]=[CH:12][C:13]([CH2:14][N:15]2[C:19](=[O:20])[C:18]3([CH2:25][CH2:24][NH:23][CH2:22][CH2:21]3)[N:17]([C:36]3[CH:37]=[CH:38][CH:39]=[CH:40][CH:41]=3)[CH2:16]2)=[CH:42][CH:43]=1)([CH3:8])[C:6]([O:5][C:1]([CH3:2])([CH3:3])[CH3:4])=[O:45] |f:2.3|. The yield is 93.1%. Reagents/catalysts: [Pd] (palladium on carbon). Run in C(C)(=O)OCC.CO (ethyl acetate methanol). Procedure details: To a solution of benzyl 3-(4-(1-tert-butoxy-2-methyl-1-oxopropan-2-yloxy)benzyl)-4-oxo-1-phenyl-1,3,8-triazaspiro[4.5]decane-8-carboxylate (0.69 g, 1.12 mmol) in 1:1 solution of ethyl acetate/methanol (20 mL), was added 10 wt % palladium on carbon (0.2 g). After stirring under hydrogen at room temperature and atmospheric pressure for 2 hours, the reaction mixture was filtered, washed with methanol, concentrated in vacuo to obtain tert-butyl 2-methyl-2-(4-((4-oxo-1-phenyl-1,3,8-triazaspiro[4.5]de... Yields the product CC(C(=O)OC(C)(C)C)(C)OC1=CC=C(C=C1)CN1CN(C2(C1=O)CCNCC2)C2=CC=CC=C2 (tert-butyl 2-methyl-2-(4-((4-oxo-1-phenyl-1,3,8-triazaspiro[4.5]decan-3-yl)methyl)phenoxy)propanoate). Reactants: CCOC(=O)C(Cc1ccc(OCC=C(C)c2ccc(-c3ccc(C(C)=O)cc3)cc2)cc1)OCC, [Na+], [OH-]. Product: CCOC(Cc1ccc(OCC=C(C)c2ccc(-c3ccc(C(C)=O)cc3)cc2)cc1)C(=O)O. As a reaction SMILES: [C:1]([CH3:2])(=[O:3])[c:4]1[cH:5][cH:6][c:7](-[c:10]2[cH:11][cH:12][c:13]([C:16](=[CH:17][CH2:18][O:19][c:20]3[cH:21][cH:22][c:23]([CH2:26][CH:27]([C:28](=[O:29])[O:30][CH2:31][CH3:32])[O:33][CH2:34][CH3:35])[cH:24][cH:25]3)[CH3:36])[cH:14][cH:15]2)[cH:8][cH:9]1.[Na+:38].[OH-:37]>>[C:1]([CH3:2])(=[O:3])[c:4]1[cH:5][cH:6][c:7](-[c:10]2[cH:11][cH:12][c:13]([C:16](=[CH:17][CH2:18][O:19][c:20]3[cH:21][cH:22][c:23]([CH2:26][CH:27]([C:28](=[O:29])[OH:30])[O:33][CH2:34][CH3:35])[cH:24][cH:25]3)[CH3:36])[cH:14][cH:15]2)[cH:8][cH:9]1. Reactants: N=1C=CC(=CC1)B2OC(C)(C)C(O2)(C)C, [Zn].O=S(O)C(F)(F)F. The reagents and catalysts are OOC(C)(C)C. Solvent: O, ClCCl. Conditions: temperature 50 celsius, time 24 hour. The product is FC(F)(F)C1=NC=CC(=C1)B2OC(C)(C)C(O2)(C)C, N#CC1=NC=C(C=N1)C(F)(F)F. Isolated yield 31.0%. Starting materials: C12CC3CC(CC(C1)C3)C2 (adamantane), C(C(=O)O)(=O)O (oxalic acid), S(O)(O)(=O)=O (sulfuric acid). Product: C12C(C3CC(CC(C1)C3)C2)=O (adamantanone), OC12C(C3CC(CC(C1)C3)C2)=O (1-hydroxyadamantanone). Isolated yield 2.0%. As a reaction SMILES: [C:1]([OH:6])(=O)[C:2](O)=[O:3].S(=O)(=O)(O)O.[CH:12]12[CH2:21][CH:16]3C[CH:18]([CH2:20][CH:14]([CH2:15]3)[CH2:13]1)[CH2:19]2>>[CH:16]12[CH2:21][CH:12]3[CH2:13][CH:14]([CH2:20][CH:2]([CH2:19]3)[C:1]1=[O:6])[CH2:15]2.[OH:6][C:1]12[CH2:21][CH:12]3[CH2:13][CH:14]([CH2:20][CH:18]([CH2:19]3)[C:2]1=[O:3])[CH2:15]2. Procedure details: The reaction was conducted in the same manner as Example 1 except using 1 mmol of oxalic acid instead of 98% by weight of sulfuric acid, the pH of the mixture was 3.7, and as a result, adamantane was converted into adamantanone (yield 8%) and 1-hydroxyadamantanone (yield 2%) with a conversion of 99%. Incidentally, excepting the above, 1-adamantanol (yield 26%), 1,3-adamantanediol (yield 33%) and other products (polyol such as adamantanetriol) (yield 30%) were formed. Reactants: C(C1=CC=CC=C1)Cl (benzyl chloride), C(C(C)C)N1C(=NC=2C=NC=3C=CC=CC3C21)S (1-isobutyl-2-mercapto-1H-imidazo[4,5-c]quinoline), C[O-].[Na+] (sodium methoxide). Run in CO (methanol), CO (methanol). The product is Cl.C(C1=CC=CC=C1)SC=1N(C2=C(C=NC=3C=CC=CC23)N1)CC(C)C (2-benzylthio-1-isobutyl-1H-imidazo[4,5-c]quinoline hydrochloride). As a reaction SMILES: [CH2:1]([N:5]1[C:17]2[C:16]3[CH:15]=[CH:14][CH:13]=[CH:12][C:11]=3[N:10]=[CH:9][C:8]=2[N:7]=[C:6]1[SH:18])[CH:2]([CH3:4])[CH3:3].C[O-].[Na+].[CH2:22]([Cl:29])[C:23]1[CH:28]=[CH:27][CH:26]=[CH:25][CH:24]=1>CO>[ClH:29].[CH2:22]([S:18][C:6]1[N:5]([CH2:1][CH:2]([CH3:4])[CH3:3])[C:17]2[C:16]3[CH:15]=[CH:14][CH:13]=[CH:12][C:11]=3[N:10]=[CH:9][C:8]=2[N:7]=1)[C:23]1[CH:28]=[CH:27][CH:26]=[CH:25][CH:24]=1 |f:1.2,5.6|. Reported procedure: To a solution of 4.4 g (0.071 mole) of 1-isobutyl-2-mercapto-1H-imidazo[4,5-c]quinoline (from Example 164, Part B below) in 45 ml of methanol and was added 4.1 g (0.0188) of 25% sodium methoxide in methanol, then 2.4 g (0.0188 mole) of benzyl chloride. The solution was heated at reflux for 0.5 hour, then evaporated. Water was added to the residue, and the mixture was extracted with dichloromethane. The extracts were dried over sodium chloride, and then evaporated. The residue was dissolved in di... Starting materials: C=C1CC(=O)O1 (diketene), Cl.C(C)OC(CN)=O (glycine ethyl ester hydrochloride), C1(=CC=CC=C1)C (toluene), C(=O)(O)[O-].[Na+] (NaHCO3). The solvent is C(C)OCC (diethylether). Reaction conditions: time 8 hour. Yields the product C(C)(=O)OCCNC(CC(C)=O)=O.C(C)N(CC(=O)O)C(CC(C)=O)=O (Ethyl-N-(3-oxobutanoyl)glycinate (3-oxo-butyrylamino)ethyl acetate). Reaction SMILES: [CH2:1]=[C:2]1[O:6][C:4](=[O:5])[CH2:3]1.Cl.C([O:10][C:11](=[O:14])[CH2:12][NH2:13])C.[C:15]([O-:18])(O)=[O:16].[Na+].[C:20]1(C)C=CC=C[CH:21]=1>C(OCC)C>[C:15]([O:18][CH2:11][CH2:12][NH:13][C:4](=[O:5])[CH2:3][C:2](=[O:6])[CH3:1])(=[O:16])[CH3:20].[CH2:20]([N:13]([C:4](=[O:5])[CH2:3][C:2](=[O:6])[CH3:1])[CH2:12][C:11]([OH:10])=[O:14])[CH3:21] |f:1.2,3.4,7.8|. Procedure details: A solution of 20.00 g (0.24 mol) diketene in 250 ml toluene was added dropwise at 0° C. to a solution of 33.21 g (0.24 mol) glycine ethyl ester hydrochloride (amino acetic ester hydrochloride). 40.00 g (0.48 mol) NaHCO3 were then added and the reaction mixture was stirred further at room temperature overnight. Since no starting material could be detected anymore by thin-layer chromatography, the reaction mixture was spun off, and the obtained solid was taken up in 100 ml diethylether, stirred fo...